Dataset: the Open Reaction Database (ORD), a public repository of structured organic reaction records. Task: describe an organic reaction: reactants, conditions, products, and yield Starting materials: CC(=CC(=O)O)C=CCC(CCCC(C)(OCC#C)C)C (3,7,11-trimethyl-11-(2-propynyloxy)-2,4-dodecadienoic acid), ice water, C([O-])([O-])=O.[K+].[K+] (potassium carbonate), C(C)(C)I (isopropyl iodide). The solvent is C(C)C(=O)C (methyl ethyl ketone). Product: C(C)(C)OC(C=C(C=CCC(CCCC(C)(OCC#C)C)C)C)=O (3,7,11-trimethyl-11-(2-propynyloxy)-2,4-dodecadienoic acid isopropyl ester). As a reaction SMILES: [CH3:1][C:2]([CH:7]=[CH:8][CH2:9][CH:10]([CH3:21])[CH2:11][CH2:12][CH2:13][C:14]([CH3:20])([O:16][CH2:17][C:18]#[CH:19])[CH3:15])=[CH:3][C:4]([OH:6])=[O:5].C(=O)([O-])[O-].[K+].[K+].[CH:28](I)([CH3:30])[CH3:29]>C(C(C)=O)C>[CH:28]([O:5][C:4](=[O:6])[CH:3]=[C:2]([CH3:1])[CH:7]=[CH:8][CH2:9][CH:10]([CH3:21])[CH2:11][CH2:12][CH2:13][C:14]([CH3:20])([O:16][CH2:17][C:18]#[CH:19])[CH3:15])([CH3:30])[CH3:29] |f:1.2.3|. Procedure: 2.63 g. of 3,7,11-trimethyl-11-(2-propynyloxy)-2,4-dodecadienoic acid are dissolved in 40 ml. of methyl ethyl ketone and then treated with 2.45 g. of potassium carbonate and 6.1 g. of isopropyl iodide. The mixture is heated at reflux under a nitrogen atmosphere for 6 hours, then poured on to ice-water and extracted with ether. The extracts are washed with water and saturated sodium chloride solution, dried and evaporated. By chromatography on silica gel, there is obtained pure 3,7,11-trimethyl-1... Yields the product c1ccc2c(CCC3CNCCN3)cccc2c1. As a reaction SMILES: [CH2:1]([c:2]1[cH:3][cH:4][cH:5][cH:6][cH:7]1)[N:8]1[CH:9]([CH2:14][CH2:15][c:16]2[cH:17][cH:18][cH:19][c:20]3[cH:21][cH:22][cH:23][cH:24][c:25]23)[CH2:10][NH:11][CH2:12][CH2:13]1.[CH3:30][CH2:31][OH:32].[CH:26]([O-:27])=[O:28].[NH4+:29].[OH-:33].[OH-:35].[Pd+2:34]>>[NH:8]1[CH:9]([CH2:14][CH2:15][c:16]2[cH:17][cH:18][cH:19][c:20]3[cH:21][cH:22][cH:23][cH:24][c:25]23)[CH2:10][NH:11][CH2:12][CH2:13]1. Starting materials: c1ccc(CN2CCNCC2CCc2cccc3ccccc23)cc1, CCO, O=C[O-], [NH4+], [OH-], [OH-], [Pd+2]. Starting materials: C(C)OC(C(C)(OC1=C(C=C(C=C1)OCC=1N=NC(=CC1)C1=CC=C(C=C1)C(F)(F)F)C)C)=O (2-methyl-2-{2-methyl-4-[6-(4-trifluoromethyl-phenyl)-pyridazin-3-ylmethoxy]-phenoxy}-propionic acid ethyl ester), [OH-].[Na+] (NaOH), ice AcOEt HCl. Run in C1CCOC1.CCO (THF EtOH). Yields the product CC(C(=O)O)(C)OC1=C(C=C(C=C1)OCC=1N=NC(=CC1)C1=CC=C(C=C1)C(F)(F)F)C (2-Methyl-2-{2-methyl-4-[6-(4-trifluoromethyl-phenyl)-pyridazin-3-ylmethoxy]-phenoxy}-propionic acid). Reaction SMILES: C([O:3][C:4](=[O:34])[C:5]([CH3:33])([O:7][C:8]1[CH:13]=[CH:12][C:11]([O:14][CH2:15][C:16]2[N:17]=[N:18][C:19]([C:22]3[CH:27]=[CH:26][C:25]([C:28]([F:31])([F:30])[F:29])=[CH:24][CH:23]=3)=[CH:20][CH:21]=2)=[CH:10][C:9]=1[CH3:32])[CH3:6])C.[OH-].[Na+]>C1COCC1.CCO>[CH3:33][C:5]([O:7][C:8]1[CH:13]=[CH:12][C:11]([O:14][CH2:15][C:16]2[N:17]=[N:18][C:19]([C:22]3[CH:23]=[CH:24][C:25]([C:28]([F:31])([F:30])[F:29])=[CH:26][CH:27]=3)=[CH:20][CH:21]=2)=[CH:10][C:9]=1[CH3:32])([CH3:6])[C:4]([OH:34])=[O:3] |f:1.2,3.4|. Procedure details: 0.183 g (0.386 mmol) of the above prepared 2-methyl-2-{2-methyl-4-[6-(4-trifluoromethyl-phenyl)-pyridazin-3-ylmethoxy]-phenoxy}-propionic acid ethyl ester was dissolved in 8 ml of THF/EtOH=1/1, treated with 1.16 ml (3 eq.) of 1N NaOH and kept at ambient temperature over night. The reaction mixture was then poured onto crashed ice/AcOEt/HCl dil., the aqueous phase extracted again with AcOEt; the combined organic layers were washed with water, dried over sodium sulfate, and evaporated to dryness t... Starting materials: CC1=CC=C(C=C1)S(=O)(=O)NN (4-Methylbenzenesulfonohydrazide), FC1=CC=C(C=C1)C(=O)C1=CC2=C(C=N1)[C@]1([C@H](CCC2)CC2(OCCO2)CC1)CC1=NC=CC=C1 ((4-fluorophenyl)((7aR,11aS)-11a-(pyridin-2-ylmethyl)-5,6,7,7a,8,10,11,11a-octahydrospiro[benzo[6,7]cyclohepta[1,2-c]pyridine-9,2′-[1,3]dioxolan]-3-yl)methanone). The solvent is CO (MeOH). Conditions: temperature 50 celsius, time 48 hour. Yields the product FC1=CC=C(C=C1)C=1N=NN2C1C=C1C(=C2)[C@]2([C@H](CCC1)CC1(OCCO1)CC2)CC2=NC=CC=C2 ((4aR,13bS)-9-(4-fluorophenyl)-13b-(pyridin-2-ylmethyl)-1,2,4,4a,5,6,7,13b-octahydrospiro[benzo[3,4]cyclohepta[1,2-d][1,2,3]triazolo[1,5-a]pyridine-3,2′-[1,3]dioxolane]). Isolated yield 100.1%. Reaction SMILES: CC1C=CC(S([NH:11][NH2:12])(=O)=O)=CC=1.[F:13][C:14]1[CH:19]=[CH:18][C:17]([C:20]([C:22]2[N:27]=[CH:26][C:25]3[C@:28]4([CH2:41][C:42]5[CH:47]=[CH:46][CH:45]=[CH:44][N:43]=5)[CH2:40][CH2:39][C:34]5([O:38][CH2:37][CH2:36][O:35]5)[CH2:33][C@H:29]4[CH2:30][CH2:31][CH2:32][C:24]=3[CH:23]=2)=O)=[CH:16][CH:15]=1>CO>[F:13][C:14]1[CH:15]=[CH:16][C:17]([C:20]2[N:11]=[N:12][N:27]3[CH:26]=[C:25]4[C@:28]5([CH2:41][C:42]6[CH:47]=[CH:46][CH:45]=[CH:44][N:43]=6)[CH2:40][CH2:39][C:34]6([O:35][CH2:36][CH2:37][O:38]6)[CH2:33][C@H:29]5[CH2:30][CH2:31][CH2:32][C:24]4=[CH:23][C:22]=23)=[CH:18][CH:19]=1. Reported procedure: 4-Methylbenzenesulfonohydrazide (0.177 g, 0.948 mmol) in MeOH (4 mL) was combined with (4-fluorophenyl)((7aR,11aS)-11a-(pyridin-2-ylmethyl)-5,6,7,7a,8,10,11,11a-octahydrospiro[benzo[6,7]cyclohepta[1,2-c]pyridine-9,2′-[1,3]dioxolan]-3-yl)methanone (0.224 g, 0.474 mmol) and the mixture was stirred at about 50° C. for about 48 h. The reaction mixture was cooled to rt and was washed with sat. aq. NaHCO3 and extracted with DCM (10 mL). The organics were dried over MgSO4 and concentrated in vacuo. The... The reactants are [BH3-]C#N, COc1ccc(C2=C(CC(C)=O)C(=O)NCCC2)cc1OC, CC(C)N, CO, Cl, [Na+]. Product: COc1ccc(C2=C(CC(C)NC(C)C)C(=O)NCCC2)cc1OC, Cl, O. As a reaction SMILES: [C:27]([BH3-:28])#[N:29].[CH2:1]([C:2](=[O:3])[CH3:4])[C:5]1=[C:11]([c:12]2[cH:13][c:14]([O:20][CH3:21])[c:15]([O:18][CH3:19])[cH:16][cH:17]2)[CH2:10][CH2:9][CH2:8][NH:7][C:6]1=[O:22].[CH3:23][CH:24]([CH3:25])[NH2:26].[CH3:32][OH:33].[ClH:31].[Na+:30]>>[CH2:1]([CH:2]([CH3:4])[NH:26][CH:24]([CH3:23])[CH3:25])[C:5]1=[C:11]([c:12]2[cH:13][c:14]([O:20][CH3:21])[c:15]([O:18][CH3:19])[cH:16][cH:17]2)[CH2:10][CH2:9][CH2:8][NH:7][C:6]1=[O:22].[ClH:31].[OH2:3]. Starting materials: CC1=C(SC(=C1)N1C(N(CC1)CCOC1=CC=CC=C1)=O)C(=O)O (3-methyl-5-(2-oxo-3-(2-phenoxyethyl)imidazolidin-1-yl)thiophene-2-carboxylic acid), FC1=CC=C(CN2C(N(CC2)C2=CC(=C(S2)C(=O)O)C)=O)C=C1 (5-(3-(4-fluorobenzyl)-2-oxoimidazolidin-1-yl)-3-methylthiophene-2-carboxylic acid), S1C(=NC2=C1C=CC=C2)CN (benzo[d]thiazol-2-ylmethanamine). Yields the product S1C(=NC2=C1C=CC=C2)CNC(=O)C=2SC(=CC2C)N2C(N(CC2)CC2=CC=C(C=C2)F)=O (N-(benzo[d]thiazol-2-ylmethyl)-5-(3-(4-fluorobenzyl)-2-oxoimidazolidin-1-yl)-3-methylthiophene-2-carboxamide). Isolated yield 81.0%. RXN SMILES: CC1C=C(N2CCN(CCOC3C=CC=CC=3)C2=O)SC=1C(O)=O.[F:25][C:26]1[CH:47]=[CH:46][C:29]([CH2:30][N:31]2[CH2:35][CH2:34][N:33]([C:36]3[S:40][C:39]([C:41]([OH:43])=O)=[C:38]([CH3:44])[CH:37]=3)[C:32]2=[O:45])=[CH:28][CH:27]=1.[S:48]1[C:52]2[CH:53]=[CH:54][CH:55]=[CH:56][C:51]=2[N:50]=[C:49]1[CH2:57][NH2:58]>>[S:48]1[C:52]2[CH:53]=[CH:54][CH:55]=[CH:56][C:51]=2[N:50]=[C:49]1[CH2:57][NH:58][C:41]([C:39]1[S:40][C:36]([N:33]2[CH2:34][CH2:35][N:31]([CH2:30][C:29]3[CH:28]=[CH:27][C:26]([F:25])=[CH:47][CH:46]=3)[C:32]2=[O:45])=[CH:37][C:38]=1[CH3:44])=[O:43]. Procedure: Following the procedures as described in Example 55, making variations as required to replace 3-methyl-5-(2-oxo-3-(2-phenoxyethyl)imidazolidin-1-yl)thiophene-2-carboxylic acid with 5-(3-(4-fluorobenzyl)-2-oxoimidazolidin-1-yl)-3-methylthiophene-2-carboxylic acid to react with benzo[d]thiazol-2-ylmethanamine, the title compound was obtained as a colorless solid in 81% yield: 1H NMR (300 MHz, CDCl3) δ 8.00 (d, J=8.0 Hz, 1H), 7.85 (d, J=8.0 Hz, 1H), 7.51-7.44 (m, 1H), 7.41-7.34 (m, 1H), 7.31-7.24 (... Run in C(C)(=O)O (acetic acid). Reaction conditions: temperature 100 celsius, time 20 hour. Procedure details: In a 200 ml-round-bottomed flask, 8.20 g (21.6 mM) of 2-(4-octylphenyl)-5-(4-methoxyphenyl)thiazole, 80 ml of a solution of 25%-hydrogen bromide in acetic acid and 3 ml of 57%-hydroiodic acid were placed, followed by heat-stirring for 20 hours at 100° C. After the reaction, the reaction mixture was poured into 200 ml of water, followed by extraction with chloroform. The organic layer was washed with water and dried with anhydrous sodium sulfate, followed by distilling-off of the solvent under re... Reaction SMILES: [CH2:1]([C:9]1[CH:14]=[CH:13][C:12]([C:15]2[S:16][C:17]([C:20]3[CH:25]=[CH:24][C:23]([O:26]C)=[CH:22][CH:21]=3)=[CH:18][N:19]=2)=[CH:11][CH:10]=1)[CH2:2][CH2:3][CH2:4][CH2:5][CH2:6][CH2:7][CH3:8].Br.I.O>C(O)(=O)C>[CH2:1]([C:9]1[CH:14]=[CH:13][C:12]([C:15]2[S:16][C:17]([C:20]3[CH:21]=[CH:22][C:23]([OH:26])=[CH:24][CH:25]=3)=[CH:18][N:19]=2)=[CH:11][CH:10]=1)[CH2:2][CH2:3][CH2:4][CH2:5][CH2:6][CH2:7][CH3:8]. Yield: 22.8%. The reactants are C(CCCCCCC)C1=CC=C(C=C1)C=1SC(=CN1)C1=CC=C(C=C1)OC (2-(4-octylphenyl)-5-(4-methoxyphenyl)thiazole), I (hydroiodic acid), O (water), solution, Br (hydrogen bromide). Yields the product C(CCCCCCC)C1=CC=C(C=C1)C=1SC(=CN1)C1=CC=C(C=C1)O (2-(4-octylphenyl)-5-(4-hydroxyphenyl)thiazole). The solvent is C(C)(=O)OCC (ethyl acetate), O1CCCC1 (tetrahydrofuran), O (water). The reactants are ClC=1C=C(C=CC1OCC1=CC(=CC=C1)F)NC1=NC=NC2=CC=C(C=C12)C=O (4-(3-chloro-4-(3-fluorobenzyloxy)phenylamino)-6-formylquinazoline), Cl.Cl.N1(CCCCC1)CCON (2-(1-piperidyl)ethoxyamine dihydrochloride). Isolated yield 20.3%. As a reaction SMILES: [Cl:1][C:2]1[CH:3]=[C:4]([NH:17][C:18]2[C:27]3[C:22](=[CH:23][CH:24]=[C:25](C=O)[CH:26]=3)[N:21]=[CH:20][N:19]=2)[CH:5]=[CH:6][C:7]=1[O:8][CH2:9][C:10]1[CH:15]=[CH:14][CH:13]=[C:12]([F:16])[CH:11]=1.Cl.Cl.[N:32]1([CH2:38][CH2:39][O:40][NH2:41])[CH2:37][CH2:36][CH2:35][CH2:34][CH2:33]1>O1CCCC1.O.C(OCC)(=O)C>[Cl:1][C:2]1[CH:3]=[C:4]([NH:17][C:18]2[C:27]3[CH2:26][C:25](=[N:41][O:40][CH2:39][CH2:38][N:32]4[CH2:37][CH2:36][CH2:35][CH2:34][CH2:33]4)[CH:24]=[CH:23][C:22]=3[N:21]=[CH:20][N:19]=2)[CH:5]=[CH:6][C:7]=1[O:8][CH2:9][C:10]1[CH:15]=[CH:14][CH:13]=[C:12]([F:16])[CH:11]=1 |f:1.2.3|. Reaction conditions: time 8 hour. Yields the product ClC=1C=C(C=CC1OCC1=CC(=CC=C1)F)NC1=NC=NC=2C=CC(CC12)=NOCCN1CCCCC1 (4-(3-chloro-4-(3-fluorobenzyloxy)phenylamino)-6-(2-(1-piperidyl)ethoxyimino)quinazoline). Procedure: In a mixture of tetrahydrofuran (2 ml) and water (0.1 ml) were dissolved 4-(3-chloro-4-(3-fluorobenzyloxy)phenylamino)-6-formylquinazoline (IV-1, 50 mg) and 2-(1-piperidyl)ethoxyamine dihydrochloride (36.5 mg), and the mixture was stirred at room temperature overnight. The reaction mixture was diluted with ethyl acetate, washed sequentially with aqueous saturated sodium bicarbonate solution, and aqueous sodium chloride solution, and dried over magnesium sulfate. After concentration, the residue ... RXN SMILES: [C:1]([CH3:2])([CH3:3])([CH3:4])[O:5][C:6]([N:7]([CH3:8])[CH:9]([CH3:10])[C:11]([NH:12][CH:13]([C:14]([CH3:15])([CH3:16])[CH3:17])[C:18](=[O:19])[N:20]1[CH:21]2[CH:22]([CH2:23][CH2:24]1)[NH:25][CH2:26][CH:27]2[CH2:28][O:29][c:30]1[cH:31][c:32]([F:37])[c:33]([F:36])[cH:34][cH:35]1)=[O:38])=[O:39].[CH:47]([N:48]([CH2:49][CH3:50])[CH:51]([CH3:52])[CH3:53])([CH3:54])[CH3:55].[Cl:40][c:41]1[n:42][cH:43][cH:44][cH:45][n:46]1.[O:56]=[CH:57][N:58]([CH3:59])[CH3:60].[OH2:61]>>[C:1]([CH3:2])([CH3:3])([CH3:4])[O:5][C:6]([N:7]([CH3:8])[CH:9]([CH3:10])[C:11]([NH:12][CH:13]([C:14]([CH3:15])([CH3:16])[CH3:17])[C:18](=[O:19])[N:20]1[CH:21]2[CH:22]([CH2:23][CH2:24]1)[N:25]([c:41]1[n:42][cH:43][cH:44][cH:45][n:46]1)[CH2:26][CH:27]2[CH2:28][O:29][c:30]1[cH:31][c:32]([F:37])[c:33]([F:36])[cH:34][cH:35]1)=[O:38])=[O:39]. Yields the product CC(C(=O)NC(C(=O)N1CCC2C1C(COc1ccc(F)c(F)c1)CN2c1ncccn1)C(C)(C)C)N(C)C(=O)OC(C)(C)C. The reactants are CC(C(=O)NC(C(=O)N1CCC2NCC(COc3ccc(F)c(F)c3)C21)C(C)(C)C)N(C)C(=O)OC(C)(C)C, CCN(C(C)C)C(C)C, Clc1ncccn1, CN(C)C=O, O.